This data is from the Open Reaction Database (ORD), a public repository of structured organic reaction records. The task is: describe an organic reaction: reactants, conditions, products, and yield Reactants: BrCC1=CC=C(C=C1)B1OC(C(O1)(C)C)(C)C (2-(4-(bromomethyl)phenyl)-4,4,5,5-tetramethyl-1,3,2-dioxaborolane), N(C)C (Me2NH). Run in C1CCOC1 (THF). Conditions: time 8 hour. Product: CN(CC1=CC=C(C=C1)B1OC(C(O1)(C)C)(C)C)C (N,N-dimethyl-1-(4-(4,4,5,5-tetramethyl-1,3,2-dioxaborolan-2-yl)phenyl)methanamine). Reaction SMILES: Br[CH2:2][C:3]1[CH:8]=[CH:7][C:6]([B:9]2[O:13][C:12]([CH3:15])([CH3:14])[C:11]([CH3:17])([CH3:16])[O:10]2)=[CH:5][CH:4]=1.[NH:18]([CH3:20])[CH3:19]>C1COCC1>[CH3:19][N:18]([CH3:20])[CH2:2][C:3]1[CH:8]=[CH:7][C:6]([B:9]2[O:13][C:12]([CH3:15])([CH3:14])[C:11]([CH3:17])([CH3:16])[O:10]2)=[CH:5][CH:4]=1. Procedure: A mixture of 2-(4-(bromomethyl)phenyl)-4,4,5,5-tetramethyl-1,3,2-dioxaborolane (200 mg, 0.673 mmol) and aqueous Me2NH (4 mL) in THF (10 mL) was stirred at room temperature overnight. It was then concentrated under reduced pressure to give the title compound. MS (m/z): 262 (M+H)+.